Dataset: the Open Reaction Database (ORD), a public repository of structured organic reaction records. Task: describe an organic reaction: reactants, conditions, products, and yield Starting materials: CON(C)C(=O)C(C)(C)c1ccccc1, CCCCCCC, C1CCOC1. The product is CC(=O)C(C)(C)c1ccccc1. As a reaction SMILES: [CH3:1][O:2][N:3]([C:4]([C:5]([CH3:6])([CH3:7])[c:8]1[cH:9][cH:10][cH:11][cH:12][cH:13]1)=[O:14])[CH3:15].[CH3:21][CH2:22][CH2:23][CH2:24][CH2:25][CH2:26][CH3:27].[O:16]1[CH2:17][CH2:20][CH2:19][CH2:18]1>>[C:4]([C:5]([CH3:6])([CH3:7])[c:8]1[cH:9][cH:10][cH:11][cH:12][cH:13]1)(=[O:14])[CH3:17].